The task is: describe an organic reaction: reactants, conditions, products, and yield. This data is from the Open Reaction Database (ORD), a public repository of structured organic reaction records. Starting materials: C(C)(=O)N1C(C(C2=CC=C(C=C12)C(=O)OC)=C(C1=CC=CC=C1)OCC)=O (1-acetyl-3-(1-ethoxy-1-phenylmethylene)-6-methoxycarbonyl-2-indolinone), CN(CCN(C1=CC=C(C=C1)N)S(=O)(=O)CC)C (N-(2-dimethylamino-ethyl)-N-ethylsulphonyl-p-phenylenediamine). The product is CN(CCN(S(=O)(=O)CC)C1=CC=C(N\C(\C2=CC=CC=C2)=C\2/C(NC3=CC(=CC=C23)C(=O)OC)=O)C=C1)C (3-Z-[1-(4-(N-(2-dimethylamino-ethyl)-N-ethylsulphonyl-amino)-anilino)-1-phenyl-methylene]-6-methoxycarbonyl-2-indolinone). Reaction SMILES: C([N:4]1[C:12]2[C:7](=[CH:8][CH:9]=[C:10]([C:13]([O:15][CH3:16])=[O:14])[CH:11]=2)[C:6](=[C:17](OCC)[C:18]2[CH:23]=[CH:22][CH:21]=[CH:20][CH:19]=2)[C:5]1=[O:27])(=O)C.[CH3:28][N:29]([CH3:45])[CH2:30][CH2:31][N:32]([S:40]([CH2:43][CH3:44])(=[O:42])=[O:41])[C:33]1[CH:38]=[CH:37][C:36]([NH2:39])=[CH:35][CH:34]=1>>[CH3:45][N:29]([CH3:28])[CH2:30][CH2:31][N:32]([C:33]1[CH:34]=[CH:35][C:36]([NH:39]/[C:17](=[C:6]2\[C:5](=[O:27])[NH:4][C:12]3[C:7]\2=[CH:8][CH:9]=[C:10]([C:13]([O:15][CH3:16])=[O:14])[CH:11]=3)/[C:18]2[CH:23]=[CH:22][CH:21]=[CH:20][CH:19]=2)=[CH:37][CH:38]=1)[S:40]([CH2:43][CH3:44])(=[O:42])=[O:41]. Procedure: Prepared from 1-acetyl-3-(1-ethoxy-1-phenylmethylene)-6-methoxycarbonyl-2-indolinone and N-(2-dimethylamino-ethyl)-N-ethylsulphonyl-p-phenylenediamine Rf value: 0.5 (silica gel, methylene chloride/methanol=9:1) C29H32N4O5S The reactants are CC(C)(C)[Si](C)(C)OC1CNCC(O)C1, C1COCCO1, CCOC(C)=O, O=C(Cl)OCc1ccccc1, O. Yields the product CC(C)(C)[Si](C)(C)OC1CC(O)CN(C(=O)OCc2ccccc2)C1. As a reaction SMILES: [C:1]([CH3:2])([CH3:3])([CH3:4])[Si:5]([O:6][CH:7]1[CH2:8][CH:9]([OH:13])[CH2:10][NH:11][CH2:12]1)([CH3:14])[CH3:15].[CH2:27]1[O:28][CH2:29][CH2:30][O:31][CH2:32]1.[CH3:34][CH2:35][O:36][C:37]([CH3:38])=[O:39].[Cl:16][C:17](=[O:18])[O:19][CH2:20][c:21]1[cH:22][cH:23][cH:24][cH:25][cH:26]1.[OH2:33]>>[C:1]([CH3:2])([CH3:3])([CH3:4])[Si:5]([O:6][CH:7]1[CH2:8][CH:9]([OH:13])[CH2:10][N:11]([C:17](=[O:18])[O:19][CH2:20][c:21]2[cH:22][cH:23][cH:24][cH:25][cH:26]2)[CH2:12]1)([CH3:14])[CH3:15]. Starting materials: N1(CC(CCC1)C(=O)OCC)C(=O)OC(C)(C)C (1-tert-butyl 3-ethyl piperidine-1,3-dicarboxylate), [Li+].CC(C)[N-]C(C)C (LDA), BrCC=C(C)C (1-bromo-3-methyl-2-butene). Run in C1CCOC1 (THF). Run at temperature -55 celsius, time 4 hour. Yields the product CC(=CCC1(CN(CCC1)C(=O)OC(C)(C)C)C(=O)OCC)C (1-tert-butyl 3-ethyl 3-(3-methylbut-2-en-1-yl)piperidine-1,3-dicarboxylate). Reaction SMILES: [N:1]1([C:12]([O:14][C:15]([CH3:18])([CH3:17])[CH3:16])=[O:13])[CH2:6][CH2:5][CH2:4][CH:3]([C:7]([O:9][CH2:10][CH3:11])=[O:8])[CH2:2]1.[Li+].CC([N-]C(C)C)C.Br[CH2:28][CH:29]=[C:30]([CH3:32])[CH3:31]>C1COCC1>[CH3:31][C:30]([CH3:32])=[CH:29][CH2:28][C:3]1([C:7]([O:9][CH2:10][CH3:11])=[O:8])[CH2:4][CH2:5][CH2:6][N:1]([C:12]([O:14][C:15]([CH3:17])([CH3:16])[CH3:18])=[O:13])[CH2:2]1 |f:1.2|. Reported procedure: To a solution of 1-tert-butyl 3-ethyl piperidine-1,3-dicarboxylate (2.6 g, 10.0 mmol) in THF (30 mL) was slowly added LDA (6.7 mL, 12.0 mmol, 1.8 M solution in heptane-/tetrahydrofuran/ethylbenzene) at −78° C. and the mixture was slowly warmed to −55° C. over 1 h. To this mixture, 1-bromo-3-methyl-2-butene (1.55 g, 10.5 mmol) was slowly added and the reaction was warmed to room temperature and stirred for 4 h. The mixture was quenched with saturated NH4Cl and extracted with diethyl ether, and th... Starting materials: N (ammonia), FC(C(=O)O)(F)F (trifluoroacetic acid), OC(C)(C)C1=CC=C(C=C1)C1=NN2C(C(N1)=O)=CC=C2 (2-[4-(1-hydroxy-1-methyl-ethyl)-phenyl]-3H-pyrrolo[2,1-f][1,2,4]triazin-4-one), [N-]=[N+]=[N-].[Na+] (sodium azide). The solvent is O (Water), ClCCl (dichloromethane), ClCCl (dichloromethane). Conditions: time 3 day. The product is N(=[N+]=[N-])C(C)(C)C1=CC=C(C=C1)C1=NN2C(C(N1)=O)=CC=C2 (2-[4-(1-azido-1-methyl-ethyl)-phenyl]-3H-pyrrolo[2,1-f][1,2,4]triazin-4-one). RXN SMILES: O[C:2]([C:5]1[CH:10]=[CH:9][C:8]([C:11]2[NH:16][C:15](=[O:17])[C:14]3=[CH:18][CH:19]=[CH:20][N:13]3[N:12]=2)=[CH:7][CH:6]=1)([CH3:4])[CH3:3].[N-:21]=[N+:22]=[N-:23].[Na+].FC(F)(F)C(O)=O.N>ClCCl.O>[N:21]([C:2]([C:5]1[CH:10]=[CH:9][C:8]([C:11]2[NH:16][C:15](=[O:17])[C:14]3=[CH:18][CH:19]=[CH:20][N:13]3[N:12]=2)=[CH:7][CH:6]=1)([CH3:4])[CH3:3])=[N+:22]=[N-:23] |f:1.2|. Reported procedure: To a suspension of 2-[4-(1-hydroxy-1-methyl-ethyl)-phenyl]-3H-pyrrolo[2,1-f][1,2,4]triazin-4-one (135 mg, 0.50 mmol) and sodium azide (71.5 mg, 1.1 mmol) in dichloromethane (1 ml) is added a solution of trifluoroacetic acid (316 μl, 4.1 mmol) in dichloromethane (0.6 ml) dropwise under external cooling with ice. The reaction mixture is stirred for 3 days at room temperature. Water (5 ml) and 25% aqueous ammonia (0.5 ml) are added. The organic phase is separated and the aqueous phase is extracted ... Reactants: COCCNCC1CC1, O=C(Nc1ccc2[nH]ncc2c1)c1cc(Cl)ncn1. Product: COCCN(CC1CC1)c1cc(C(=O)Nc2ccc3[nH]ncc3c2)ncn1. Reaction SMILES: [CH:20]1([CH2:23][NH:24][CH2:25][CH2:26][O:27][CH3:28])[CH2:21][CH2:22]1.[Cl:1][c:2]1[cH:3][c:4]([C:8](=[O:9])[NH:10][c:11]2[cH:12][c:13]3[cH:14][n:15][nH:16][c:17]3[cH:18][cH:19]2)[n:5][cH:6][n:7]1>>[c:2]1([N:24]([CH2:23][CH:20]2[CH2:21][CH2:22]2)[CH2:25][CH2:26][O:27][CH3:28])[cH:3][c:4]([C:8](=[O:9])[NH:10][c:11]2[cH:12][c:13]3[cH:14][n:15][nH:16][c:17]3[cH:18][cH:19]2)[n:5][cH:6][n:7]1. The reactants are [N+](=O)([O-])C=1C=C(C=CC1)C12C(OCC2C1)=O ((1SR,5RS)-1-(3-nitrophenyl)-3-oxabicyclo[3.1.0]hexan-2-one), N (ammonia). Conditions: temperature 60 celsius, time 3.5 day. The product is OCC1C(C1)(C(=O)N)C1=CC(=CC=C1)[N+](=O)[O-] ((1SR,2RS)-2-(hydroxymethyl)-1-(3-nitrophenyl)cyclopropanecarboxamide). Yield: 85.9%. RXN SMILES: [N+:1]([C:4]1[CH:5]=[C:6]([C:10]23[CH2:15][CH:14]2[CH2:13][O:12][C:11]3=[O:16])[CH:7]=[CH:8][CH:9]=1)([O-:3])=[O:2].[NH3:17]>>[OH:12][CH2:13][CH:14]1[CH2:15][C:10]1([C:6]1[CH:7]=[CH:8][CH:9]=[C:4]([N+:1]([O-:3])=[O:2])[CH:5]=1)[C:11]([NH2:17])=[O:16]. Procedure: A mixture of (1SR,5RS)-1-(3-nitrophenyl)-3-oxabicyclo[3.1.0]hexan-2-one (intermediate B5a) (11.47 g, 52.3 mmol, Eq: 1.00) in ammonia (7 M in MeOH) (140 ml, 980 mmol, Eq: 18.7) was stirred in 10 sealed tubes at 60° C. for 3.5 days, but still not complete (ca. 75% conversion). Evaporated all volatiles, coated on silica gel and the crude material was purified by flash chromatography (silica gel, 200 g, 70% to 100% EtOAc in heptane to EtOH/THF 3:1->2:1) to give recovered (1SR,5RS)-1-(3-nitrophenyl)-...